Dataset: the Open Reaction Database (ORD), a public repository of structured organic reaction records. Task: describe an organic reaction: reactants, conditions, products, and yield Starting materials: C1(CCCCCN1)=O (caprolactam), NC1=C(C=CC=C1)S (o-aminothiophenol), C1(=CC=C(C=C1)S(=O)(=O)O)C (p-toluenesulfonic acid). Yields the product NCCCCCC=1SC2=C(N1)C=CC=C2 (2-(5-aminopentyl)benzothiazole). RXN SMILES: [C:1]1(=O)[NH:7][CH2:6][CH2:5][CH2:4][CH2:3][CH2:2]1.[NH2:9][C:10]1[CH:15]=[CH:14][CH:13]=[CH:12][C:11]=1[SH:16].C1(C)C=CC(S(O)(=O)=O)=CC=1>>[NH2:7][CH2:6][CH2:5][CH2:4][CH2:3][CH2:2][C:1]1[S:16][C:11]2[CH:12]=[CH:13][CH:14]=[CH:15][C:10]=2[N:9]=1. Procedure: A mixture of caprolactam (62 g; 0.55 mole) and o-aminothiophenol (68.8; 0.55 mole) was heated with p-toluenesulfonic acid (4.3 g) at 190°-260° for 41/2 hrs. while removing water by distillation. The product was essentially pure 2-(5-aminopentyl)benzothiazole. The reactants are COC(=O)Cc1cn(Cc2ccc3oc(-c4nc(C(C)(C)C)cs4)cc3c2)c2ccc(OCC(=O)N(C)C)cc12, CO. Product: CN(C)C(=O)COc1ccc2c(c1)c(CC(=O)O)cn2Cc1ccc2oc(-c3nc(C(C)(C)C)cs3)cc2c1. As a reaction SMILES: [C:1]([CH3:2])([CH3:3])([CH3:4])[c:5]1[n:6][c:7](-[c:10]2[o:11][c:12]3[c:13]([cH:14]2)[cH:15][c:16]([CH2:19][n:20]2[cH:21][c:22]([CH2:36][C:37](=[O:38])[O:39][CH3:40])[c:23]4[cH:24][c:25]([O:29][CH2:30][C:31]([N:32]([CH3:33])[CH3:34])=[O:35])[cH:26][cH:27][c:28]24)[cH:17][cH:18]3)[s:8][cH:9]1.[CH3:41][OH:42]>>[C:1]([CH3:2])([CH3:3])([CH3:4])[c:5]1[n:6][c:7](-[c:10]2[o:11][c:12]3[c:13]([cH:14]2)[cH:15][c:16]([CH2:19][n:20]2[cH:21][c:22]([CH2:36][C:37](=[O:38])[OH:39])[c:23]4[cH:24][c:25]([O:29][CH2:30][C:31]([N:32]([CH3:33])[CH3:34])=[O:35])[cH:26][cH:27][c:28]24)[cH:17][cH:18]3)[s:8][cH:9]1. Reactants: CON=C(C(=O)O)C1(C)OCCO1 (2-Methoxyimino-3,3-ethylenedioxybutyric acid), NC1[C@@H]2N(C(=C(CS2)CSC=2SC=NN2)C(=O)O)C1=O (7-amino-3-(1,3,4-thiadiazol-2-yl)thiomethyl-3-cephem-4-carboxylic acid). Product: CON=C(C(=O)NC1[C@@H]2N(C(=C(CS2)CSC=2SC=NN2)C(=O)O)C1=O)C1(C)OCCO1 (7-(2-methoxyimino-3,3-ethylenedioxybutyramido)-3-(1,3,4-thiadiazol-2-yl)thiomethyl-3-cephem-4-carboxylic acid). The yield is 81.2%. As a reaction SMILES: [CH3:1][O:2][N:3]=[C:4]([C:8]1([O:13][CH2:12][CH2:11][O:10]1)[CH3:9])[C:5]([OH:7])=O.[NH2:14][CH:15]1[C:32](=[O:33])[N:17]2[C:18]([C:29]([OH:31])=[O:30])=[C:19]([CH2:22][S:23][C:24]3[S:25][CH:26]=[N:27][N:28]=3)[CH2:20][S:21][C@H:16]12>>[CH3:1][O:2][N:3]=[C:4]([C:8]1([O:13][CH2:12][CH2:11][O:10]1)[CH3:9])[C:5]([NH:14][CH:15]1[C:32](=[O:33])[N:17]2[C:18]([C:29]([OH:31])=[O:30])=[C:19]([CH2:22][S:23][C:24]3[S:25][CH:26]=[N:27][N:28]=3)[CH2:20][S:21][C@H:16]12)=[O:7]. Procedure: 2-Methoxyimino-3,3-ethylenedioxybutyric acid (syn isomer, 15.1 g.) and 7-amino-3-(1,3,4-thiadiazol-2-yl)thiomethyl-3-cephem-4-carboxylic acid (29.1 g.) were treated in a similar manner to that of Example 10-(2) to give 7-(2-methoxyimino-3,3-ethylenedioxybutyramido)-3-(1,3,4-thiadiazol-2-yl)thiomethyl-3-cephem-4-carboxylic acid (syn isomer, 32.5 g.). Mp. 145° to 152° C. (dec.). The reactants are C(C)(C)(C)OC(=O)N1CC=2C(=NNC2CCC1)C1=CC=C(C=C1)Cl (3-(4-chloro-phenyl)-4,6,7,8-tetrahydro-1H-1,2,5-triaza-azulene-5-carboxylic acid tert-butyl ester), FC1=C(C=C(CBr)C=C1)C (4-fluoro-3-methylbenzyl bromide). Yields the product ClC1=CC=C(C=C1)C1=NN(C=2CCCNCC12)CC1=CC(=C(C=C1)F)C (3-(4-Chloro-phenyl)-1-(4-fluoro-3-methyl-benzyl)-1,4,5,6,7,8-hexahydro-1,2,5-triaza-azulene). The yield is 0.9%. As a reaction SMILES: C(OC([N:8]1[CH2:17][CH2:16][CH2:15][C:14]2[NH:13][N:12]=[C:11]([C:18]3[CH:23]=[CH:22][C:21]([Cl:24])=[CH:20][CH:19]=3)[C:10]=2[CH2:9]1)=O)(C)(C)C.[F:25][C:26]1[CH:33]=[CH:32][C:29]([CH2:30]Br)=[CH:28][C:27]=1[CH3:34]>>[Cl:24][C:21]1[CH:20]=[CH:19][C:18]([C:11]2[C:10]3[CH2:9][NH:8][CH2:17][CH2:16][CH2:15][C:14]=3[N:13]([CH2:30][C:29]3[CH:32]=[CH:33][C:26]([F:25])=[C:27]([CH3:34])[CH:28]=3)[N:12]=2)=[CH:23][CH:22]=1. Procedure: The title compound (0.001 g) was prepared from 3-(4-chloro-phenyl)-4,6,7,8-tetrahydro-1H-1,2,5-triaza-azulene-5-carboxylic acid tert-butyl ester (Example 59, Step C, 0.1 g) using 4-fluoro-3-methylbenzyl bromide (0.09 g) in place of benzyl chloride in Example 59, Step D. MS (ESI): exact mass calculated for C21H21ClFN3, 369.14. found, m/z 370.1 [M+H]+. 1H NMR (500 MHz, CD3OD): 7.48-7.43 (m, 4H), 7.08-7.06 (m, 1H), 6.99-6.97 (m, 2H), 5.32 (s, 2H), 3.88 (s, 2H), 3.16-3.14 (m, 2H), 2.89-2.86 (m, 2H),... Starting materials: C(C)OC(=O)N1CCC(CCC1)=O (4-oxoazepane-1-carboxylic acid ethyl ester), C(=O)([O-])[O-].[K+].[K+] (K2CO3), O (water), Cl.C(C)OC(=O)C1(CCNCC1)C (Ethyl-4-methylpiperidine-4-carboxylate hydrochloride). Reagents/catalysts: CC([O-])C.[Ti+4].CC([O-])C.CC([O-])C.CC([O-])C (titanium isopropoxide). Run in C(Cl)Cl (DCM), C(C)(=O)O (acetic acid), CO (methanol). Conditions: time 5 hour. The product is CC1(CCN(CC1)C1CCN(CCC1)C(=O)OCC)C(=O)OCC (ethyl 4-[4-methyl-4-(ethoxycarbonyl)piperidin-1-yl]azepane-1-carboxylate). Isolated yield 44.9%. Reaction SMILES: Cl.[CH2:2]([O:4][C:5]([C:7]1([CH3:13])[CH2:12][CH2:11][NH:10][CH2:9][CH2:8]1)=[O:6])[CH3:3].C([O-])([O-])=O.[K+].[K+].O.[CH2:21]([O:23][C:24]([N:26]1[CH2:32][CH2:31][CH2:30][C:29](=O)[CH2:28][CH2:27]1)=[O:25])[CH3:22]>CO.C(Cl)Cl.CC(C)[O-].[Ti+4].CC(C)[O-].CC(C)[O-].CC(C)[O-].C(O)(=O)C>[CH3:13][C:7]1([C:5]([O:4][CH2:2][CH3:3])=[O:6])[CH2:12][CH2:11][N:10]([CH:29]2[CH2:30][CH2:31][CH2:32][N:26]([C:24]([O:23][CH2:21][CH3:22])=[O:25])[CH2:27][CH2:28]2)[CH2:9][CH2:8]1 |f:0.1,2.3.4,9.10.11.12.13|. Reported procedure: Ethyl-4-methylpiperidine-4-carboxylate hydrochloride (0.50 g, 2.42 mmol) was dissolved in methanol (10 mL) and treated with K2CO3 (0.33 g, 2.42 mmol) in a minimum of water to de-salt. Reaction mixture was concentrated in vacuo and azeotroped to dryness with toluene. The residue and 4-oxoazepane-1-carboxylic acid ethyl ester (0.45 g, 2.42 mmol) were dissolved in DCM (20 mL) at rt and titanium isopropoxide (0.76 g, 0.8 mL, 2.66 mmol) was added. The reaction mixture was stirred at rt for 5 h. STAB ...